This data is from the Open Reaction Database (ORD), a public repository of structured organic reaction records. The task is: describe an organic reaction: reactants, conditions, products, and yield The reactants are CC(C)(CC=CC(=O)O)NC(=O)OC(C)(C)C, CCN(C(C)C)C(C)C, CCN=C=NCCCN(C)C, CNC(Cc1ccc2ccccc2c1)C(=O)N(C)CCc1cccs1, CN(C)C=O, CCOC(C)=O, ClCCl, Cl, On1nnc2cccnc21. The product is CN(CCc1cccs1)C(=O)C(Cc1ccc2ccccc2c1)N(C)C(=O)C=CCC(C)(C)NC(=O)OC(C)(C)C. Reaction SMILES: [C:1]([CH3:2])([CH3:3])([CH3:4])[O:5][C:6](=[O:7])[NH:8][C:9]([CH2:10][CH:11]=[CH:12][C:13](=[O:14])[OH:15])([CH3:16])[CH3:17].[CH2:65]([N:66]([CH:67]([CH3:68])[CH3:69])[CH:70]([CH3:71])[CH3:72])[CH3:73].[CH3:29][N:30]([CH3:31])[CH2:32][CH2:33][CH2:34][N:35]=[C:36]=[N:37][CH2:38][CH3:39].[CH3:40][N:41]([C:42]([CH:43]([CH2:44][c:45]1[cH:46][c:47]2[cH:48][cH:49][cH:50][cH:51][c:52]2[cH:53][cH:54]1)[NH:55][CH3:56])=[O:57])[CH2:58][CH2:59][c:60]1[s:61][cH:62][cH:63][cH:64]1.[CH3:74][N:75]([CH3:76])[CH:77]=[O:78].[CH3:82][CH2:83][O:84][C:85](=[O:86])[CH3:87].[Cl:79][CH2:80][Cl:81].[ClH:28].[OH:18][n:19]1[c:20]2[n:21][cH:22][cH:23][cH:24][c:25]2[n:26][n:27]1>>[C:1]([CH3:2])([CH3:3])([CH3:4])[O:5][C:6](=[O:7])[NH:8][C:9]([CH2:10][CH:11]=[CH:12][C:13](=[O:15])[N:55]([CH:43]([C:42]([N:41]([CH3:40])[CH2:58][CH2:59][c:60]1[s:61][cH:62][cH:63][cH:64]1)=[O:57])[CH2:44][c:45]1[cH:46][c:47]2[cH:48][cH:49][cH:50][cH:51][c:52]2[cH:53][cH:54]1)[CH3:56])([CH3:16])[CH3:17]. Solvent: C(Cl)Cl (CH2Cl2), N1=CC=CC=C1 (pyridine), CO (MeOH). Isolated yield 72.0%. The product is NC1[C@@H]2N(C(=C([C@H](S2)C)CSC2=NN=NN2C)C(=O)OC(C2=CC=CC=C2)C2=CC=CC=C2)C1=O (Diphenylmethyl 7-amino-2α-methyl-3-(1-methyl-1H-tetrazol-5-yl)thiomethylceph-3-em-4-carboxylate). Reactants: S1C(=CC=C1)CC(=O)NC1[C@@H]2N(C(=C([C@H](S2)C)CSC2=NN=NN2C)C(=O)OC(C2=CC=CC=C2)C2=CC=CC=C2)C1=O (diphenylmethyl 7-(2-thienylacetamido)-2α-methyl-3-(1-methyl-1H-tetrazol-5-yl)thiomethylceph-3-em-4-carboxylate), OP(=O)(O)O (H3PO4), P(Cl)(Cl)(Cl)(Cl)Cl (PCl5), OP(=O)([O-])[O-].[K+].[K+] (K2HPO4). Run at time 45 minute. Procedure: A 3.7 ml portion of pyridine was added to a solution of diphenylmethyl 7-(2-thienylacetamido)-2α-methyl-3-(1-methyl-1H-tetrazol-5-yl)thiomethylceph-3-em-4-carboxylate in 100 ml of CH2Cl2, followed by adding 2.4 g of PCl5 at -12° C., further followed by stirring at the same temperature for 45 minutes. MeOH was added in once, and the mixture was further stirred at -10° C. for 30 minutes and at room temperature for 1 hour. 100 ml of 0.5M K2HPO4 solution was added to the reaction solution, followed ... As a reaction SMILES: S1C=CC=C1CC([NH:9][CH:10]1[C:42](=[O:43])[N:12]2[C:13]([C:26]([O:28][CH:29]([C:36]3[CH:41]=[CH:40][CH:39]=[CH:38][CH:37]=3)[C:30]3[CH:35]=[CH:34][CH:33]=[CH:32][CH:31]=3)=[O:27])=[C:14]([CH2:18][S:19][C:20]3[N:24]([CH3:25])[N:23]=[N:22][N:21]=3)[C@@H:15]([CH3:17])[S:16][C@H:11]12)=O.P(Cl)(Cl)(Cl)(Cl)Cl.OP([O-])([O-])=O.[K+].[K+].OP(O)(O)=O>C(Cl)Cl.CO.N1C=CC=CC=1>[NH2:9][CH:10]1[C:42](=[O:43])[N:12]2[C:13]([C:26]([O:28][CH:29]([C:36]3[CH:41]=[CH:40][CH:39]=[CH:38][CH:37]=3)[C:30]3[CH:31]=[CH:32][CH:33]=[CH:34][CH:35]=3)=[O:27])=[C:14]([CH2:18][S:19][C:20]3[N:24]([CH3:25])[N:23]=[N:22][N:21]=3)[C@@H:15]([CH3:17])[S:16][C@H:11]12 |f:2.3.4|. Reactants: COC(C)(C)C, ClCCl, Cc1cccnc1COc1ccn(CCc2ccc(CO)cc2)c(=O)c1, BrP(Br)Br. Yields the product Cc1cccnc1COc1ccn(CCc2ccc(CBr)cc2)c(=O)c1. As a reaction SMILES: [C:31]([O:32][CH3:33])([CH3:34])([CH3:35])[CH3:36].[Cl:37][CH2:38][Cl:39].[OH:1][CH2:2][c:3]1[cH:4][cH:5][c:6]([CH2:9][CH2:10][n:11]2[c:12](=[O:26])[cH:13][c:14]([O:17][CH2:18][c:19]3[n:20][cH:21][cH:22][cH:23][c:24]3[CH3:25])[cH:15][cH:16]2)[cH:7][cH:8]1.[P:27]([Br:28])([Br:29])[Br:30]>>[CH2:2]([c:3]1[cH:4][cH:5][c:6]([CH2:9][CH2:10][n:11]2[c:12](=[O:26])[cH:13][c:14]([O:17][CH2:18][c:19]3[n:20][cH:21][cH:22][cH:23][c:24]3[CH3:25])[cH:15][cH:16]2)[cH:7][cH:8]1)[Br:28]. Reactants: COC(CCCCCCOS(=O)(=O)c1ccc(C)cc1)(OC)c1ccc(C(F)(F)F)cc1, CO, N. Yields the product COC(CCCCCCN)(OC)c1ccc(C(F)(F)F)cc1. Reaction SMILES: [CH3:1][O:2][C:3]([CH2:4][CH2:5][CH2:6][CH2:7][CH2:8][CH2:9][O:10][S:11]([c:12]1[cH:13][cH:14][c:15]([CH3:16])[cH:17][cH:18]1)(=[O:19])=[O:20])([c:21]1[cH:22][cH:23][c:24]([C:27]([F:28])([F:29])[F:30])[cH:25][cH:26]1)[O:31][CH3:32].[CH3:34][OH:35].[NH3:33]>>[CH3:1][O:2][C:3]([CH2:4][CH2:5][CH2:6][CH2:7][CH2:8][CH2:9][NH2:33])([c:21]1[cH:22][cH:23][c:24]([C:27]([F:28])([F:29])[F:30])[cH:25][cH:26]1)[O:31][CH3:32]. Reactants: O=C([O-])[O-], Cc1cc[nH]n1, CN1CCCC1=O, [Cs+], [Cs+], CSc1nc(N)nc(Br)c1C#N. RXN SMILES: [C:13](=[O:14])([O-:15])[O-:16].[CH3:19][c:20]1[n:21][nH:22][cH:23][cH:24]1.[CH3:25][N:26]1[CH2:27][CH2:28][CH2:29][C:30]1=[O:31].[Cs+:17].[Cs+:18].[NH2:1][c:2]1[n:3][c:4]([S:11][CH3:12])[c:5]([C:9]#[N:10])[c:6]([Br:8])[n:7]1>>[NH2:1][c:2]1[n:3][c:4]([S:11][CH3:12])[c:5]([C:9]#[N:10])[c:6](-[n:22]2[n:21][c:20]([CH3:19])[cH:24][cH:23]2)[n:7]1. The product is CSc1nc(N)nc(-n2ccc(C)n2)c1C#N. Starting materials: C(C(C)(C)C)O (neopentyl alcohol), C(OC)(OC)=O (dimethyl carbonate). The reagents and catalysts are C[O-].[Na+].CO (sodium methoxide methanol). Run at temperature 100 celsius. The product is C(OC)(OCC(C)(C)C)=O (methyl neopentyl carbonate). Isolated yield 54.0%. As a reaction SMILES: [CH2:1]([OH:6])[C:2]([CH3:5])([CH3:4])[CH3:3].[C:7](=O)([O:10]C)[O:8][CH3:9]>C[O-].[Na+].CO>[C:7](=[O:10])([O:6][CH2:1][C:2]([CH3:5])([CH3:4])[CH3:3])[O:8][CH3:9] |f:2.3.4|. Reported procedure: To a mixed solution of neopentyl alcohol (500 ml, 5.7 mol) and dimethyl carbonate (2070 g, 23.0 mol), a 28% sodium methoxide/methanol solution (11 g) was added and the mixture was heated to 100° C. to remove the methanol by evaporation for 6 hours. After allowing the mixture to cool to room temperature, an aqueous solution of ammonium chloride was added to the mixture and the mixture was shaken to remove the sodium methoxide. The organic layer was washed with water, dried and distilled to give m...